This data is from the Open Reaction Database (ORD), a public repository of structured organic reaction records. The task is: describe an organic reaction: reactants, conditions, products, and yield The reactants are ClC1=C(C(=C(C=C1[N+](=O)[O-])[N+](=O)[O-])Cl)Cl (TCDNB), resin, O (water), ClC1=C(C(=C(C=C1[N+](=O)[O-])[N+](=O)[O-])Cl)Cl (1,2,3-trichloro-4,6-dinitrobenzene), [OH-].[Na+] (caustic soda), [OH-].[Na+] (caustic soda), [OH-].[Na+] (caustic soda), [OH-].[Na+] (Caustic soda), O (water). Reaction conditions: time 6 hour. Yields the product ClC1=C(O)C(=CC(=C1O)[N+](=O)[O-])[N+](=O)[O-] (2-chloro-4,6-dinitroresorcinol). Yield: 75.0%. Reaction SMILES: Cl[C:2]1[C:7]([N+:8]([O-:10])=[O:9])=[CH:6][C:5]([N+:11]([O-:13])=[O:12])=[C:4](Cl)[C:3]=1[Cl:15].[OH-:16].[Na+].[OH2:18]>>[Cl:15][C:3]1[C:4]([OH:18])=[C:5]([N+:11]([O-:13])=[O:12])[CH:6]=[C:7]([N+:8]([O-:10])=[O:9])[C:2]=1[OH:16] |f:1.2|. Procedure details: The procedure of Example 1 is repeated several times using the amounts of 1,2,3-trichloro-4,6-dinitrobenzene (TCDNB), water and caustic soda shown in Table 1. (Caustic soda is added in a 50 weight percent aqueous solution, but the quantity shown is the quantity of caustic soda alone.) The TCDNB is mixed with water in a 1000 ml resin kettle equipped with a double-paddle stirrer, a thermometer and a reflux condenser. The stirrer is set for 1000 rpm. The reaction mixture is heated. The caustic soda... RXN SMILES: CN1CC[N:5]([C:8]2[CH:13]=[CH:12][C:11]([NH:14]C3C4N(N=CN=4)C(C4C=C(C(N)=O)SC=4)=CN=3)=[CH:10][CH:9]=2)CC1.[Br:32][C:33]1[N:38]2[N:39]=[CH:40][N:41]=[C:37]2[C:36](Br)=[N:35][CH:34]=1.C([N:46]([CH2:50]C)C(C)C)(C)C.[CH3:52][CH2:53][O:54][CH2:55][CH3:56].CC([OH:60])C>>[Br:32][C:33]1[N:38]2[N:39]=[CH:40][N:41]=[C:37]2[C:36]([NH:14][C:11]2[CH:12]=[CH:13][C:8]([N:5]3[CH2:56][CH2:55][O:54][CH2:53][CH2:52]3)=[C:9]([CH:10]=2)[C:50]([NH2:46])=[O:60])=[N:35][CH:34]=1. Isolated yield 73.0%. Reactants: CN1CCN(CC1)C1=CC=C(C=C1)NC=1C=2N(C(=CN1)C=1C=C(SC1)C(=O)N)N=CN2 (4-{8-[4-(4-Methyl-piperazin-1-yl)-phenylamino]-[1,2,4]triazolo[1,5-a]pyrazin-5-yl}-thiophene-2-carboxylic acid amide), CC(C)O (2-propanol), BrC1=CN=C(C=2N1N=CN2)Br (5,8-dibromo-[1,2,4]triazolo[1,5-a]pyrazine), C(C)(C)N(C(C)C)CC (N,N-diisopropylethylamine), CCOCC (Et2O), CC(C)O (iPrOH). Reported procedure: This compound may be prepared using methods as described for Compound 6, step 1 using 5,8-dibromo-[1,2,4]triazolo[1,5-a]pyrazine (250 mg, 0.90 mmol) 5-amino-2-morpholin-4-yl benzamide (299 mg, 1.35 mmol) and N,N-diisopropylethylamine (0.24 mL, 1.35 mmol) in 2-propanol (7 mL). Trituration with iPrOH and Et2O affords the title compound (273 mg, 73%). Product: BrC1=CN=C(C=2N1N=CN2)NC=2C=CC(=C(C(=O)N)C2)N2CCOCC2 (5-(5-Bromo-[1,2,4]triazolo[1,5-a]pyrazin-8-ylamino)-2-morpholin-4-yl-benzamide). Run in O (H2O). Yields the product Cl.ClC=1C=C(C=CC1Cl)[C@@H](CN(C(C1=CC=CC=C1)=O)C)CCN1CCC(CC1)C1=CC=C(C=C1)SC ((S)-N-[2-(3,4-Dichlorophenyl)-4-[4-(4-methylthiophenyl)piperidino]butyl]-N-methylbenzamide hydrochloride). Starting materials: CSC1=CC=C(C=C1)C1CCNCC1 (4-(4-methylthiophenyl)piperidine), CO (methanol), hydrochloride salt, ClC=1C=C(C=CC1Cl)[C@@H](CN(C(C1=CC=CC=C1)=O)C)CC=O ((S)-N-[2-(3,4-dichlorophenyl)-4-oxobutyl]-N-methylbenzamide), ClCCl (dichloromethane). Reported procedure: Using a procedure similar to that described in Example 1 (alternative preparation), except using 4-(4-methylthiophenyl)piperidine and (S)-N-[2-(3,4-dichlorophenyl)-4-oxobutyl]-N-methylbenzamide, the title compound was prepared. Chromatography with dichloromethane:methanol followed by conversion to the hydrochloride salt gave a white solid; mp 73-92(dec) °C.; MS: 541; NMR (CD3OD): 1.8-2.2 (m, 6), 2.4 (s, 1), 2.7 (s, 3), 2.6-3.2 (m, 6), 3.4-3.8 (m, 4), 6.9 (d, J=7, 1), 7.1-7.2 (m, 6), 7.3 (m, 5), ... As a reaction SMILES: [CH3:1][S:2][C:3]1[CH:8]=[CH:7][C:6]([CH:9]2[CH2:14][CH2:13][NH:12][CH2:11][CH2:10]2)=[CH:5][CH:4]=1.[Cl:15][C:16]1[CH:17]=[C:18]([C@H:23]([CH2:35][CH:36]=O)[CH2:24][N:25]([CH3:34])[C:26](=[O:33])[C:27]2[CH:32]=[CH:31][CH:30]=[CH:29][CH:28]=2)[CH:19]=[CH:20][C:21]=1[Cl:22].ClCCl.CO>O>[ClH:15].[Cl:15][C:16]1[CH:17]=[C:18]([C@H:23]([CH2:35][CH2:36][N:12]2[CH2:13][CH2:14][CH:9]([C:6]3[CH:5]=[CH:4][C:3]([S:2][CH3:1])=[CH:8][CH:7]=3)[CH2:10][CH2:11]2)[CH2:24][N:25]([CH3:34])[C:26](=[O:33])[C:27]2[CH:28]=[CH:29][CH:30]=[CH:31][CH:32]=2)[CH:19]=[CH:20][C:21]=1[Cl:22] |f:5.6|. Starting materials: CC(C(C)=O)(C)O (3-methyl-3-hydroxy-2-butanone), C(=C)OCC (ethyl vinyl ether). Reagents/catalysts: C1(=CC=C(C=C1)S(=O)(=O)[O-])C.[NH+]1=CC=CC=C1 (pyridinium p-toluenesulfonate). Run in C(Cl)Cl (methylenechloride). The product is C(C)OC(C)OC(C(C)=O)(C)C (3-(1-ethoxyethoxy)-3-methyl-butane-2-one). The yield is 66.7%. RXN SMILES: [CH3:1][C:2]([OH:7])([CH3:6])[C:3](=[O:5])[CH3:4].[CH:8]([O:10][CH2:11][CH3:12])=[CH2:9]>C1(C)C=CC(S([O-])(=O)=O)=CC=1.[NH+]1C=CC=CC=1.C(Cl)Cl>[CH2:8]([O:10][CH:11]([O:7][C:2]([CH3:6])([CH3:1])[C:3](=[O:5])[CH3:4])[CH3:12])[CH3:9] |f:2.3|. Reported procedure: In a 200 ml three-necked flask equipped with a mechanical stirrer, dropping funnel, reflux condenser, and a nitogen-inlet tube, 15 gm (147 mmol) of 3-methyl-3-hydroxy-2-butanone, 500 mg (2.0 mmol) of pyridinium p-toluenesulfonate and 100 ml of anhydrous methylenechloride were mixed with stirring under nitrogen stream, and 11.7 gm (162 mmol) of ethyl vinyl ether was added dropwise at room temperature for 3 hours while stirring. After the reaction, the reaction mixture was washed with 5% aqueous s... Reactants: BrCC1OCC2=C(O1)C=C(C=C2)S(=O)(=O)C (2-(bromomethyl)-7-(methylsulfonyl)-4H-1,3-benzodioxine), CN (methanamine). Solvent: CCO (EtOH). Reaction conditions: temperature 145 celsius. Product: CNCC1OCC2=C(O1)C=C(C=C2)S(=O)(=O)C (N-METHYL-1-[7-(METHYLSULFONYL)-4H-1,3-BENZODIOXIN-2-YL]METHANAMINE). Yield: 74.7%. As a reaction SMILES: Br[CH2:2][CH:3]1[O:8][C:7]2[CH:9]=[C:10]([S:13]([CH3:16])(=[O:15])=[O:14])[CH:11]=[CH:12][C:6]=2[CH2:5][O:4]1.[CH3:17][NH2:18]>CCO>[CH3:17][NH:18][CH2:2][CH:3]1[O:8][C:7]2[CH:9]=[C:10]([S:13]([CH3:16])(=[O:15])=[O:14])[CH:11]=[CH:12][C:6]=2[CH2:5][O:4]1. Procedure details: A mixture of 2-(bromomethyl)-7-(methylsulfonyl)-4H-1,3-benzodioxine (0.4 g, 1.30 mmol), methanamine (33% in EtOH, 2.0 ml, 16.1 mmol) and EtOH (3.0 ml) was heated in a micro wave oven at 145° C. for 30 min. The volatiles were evaporated in vacuum and the crude product was chromathographed twice on a silica column using EtOAc/MeOH (4:1) as eluent. Collection of the fractions containing pure product and evaporation of the solvent afforded the title compound (0.25 g, 74%). The amine was converted in... Starting materials: CC(C)(C)OC(=O)NC(Cc1ccccn1)C(=O)O, CN(C)C=O, CCOC(C)=O, CCN(C(C)C)C(C)C, Cl, Cl, NCC(=O)c1ccc(N2CCOCC2)cc1, [N-]=[N+]=NP(=O)(c1ccccc1)c1ccccc1. Product: CC(C)(C)OC(=O)NC(Cc1ccccn1)C(=O)NCC(=O)c1ccc(N2CCOCC2)cc1. RXN SMILES: [C:19]([CH3:20])([CH3:21])([CH3:22])[O:23][C:24](=[O:25])[NH:26][CH:27]([C:28](=[O:29])[OH:30])[CH2:31][c:32]1[n:33][cH:34][cH:35][cH:36][cH:37]1.[CH3:64][N:65]([CH3:66])[CH:67]=[O:68].[CH3:69][CH2:70][O:71][C:72](=[O:73])[CH3:74].[CH:55]([N:56]([CH2:57][CH3:58])[CH:59]([CH3:60])[CH3:61])([CH3:62])[CH3:63].[ClH:1].[ClH:2].[NH2:3][CH2:4][C:5](=[O:6])[c:7]1[cH:8][cH:9][c:10]([N:13]2[CH2:14][CH2:15][O:16][CH2:17][CH2:18]2)[cH:11][cH:12]1.[c:38]1([P:39]([N:40]=[N+:41]=[N-:42])([c:43]2[cH:44][cH:45][cH:46][cH:47][cH:48]2)=[O:49])[cH:50][cH:51][cH:52][cH:53][cH:54]1>>[NH:3]([CH2:4][C:5](=[O:6])[c:7]1[cH:8][cH:9][c:10]([N:13]2[CH2:14][CH2:15][O:16][CH2:17][CH2:18]2)[cH:11][cH:12]1)[C:28]([CH:27]([NH:26][C:24]([O:23][C:19]([CH3:20])([CH3:21])[CH3:22])=[O:25])[CH2:31][c:32]1[n:33][cH:34][cH:35][cH:36][cH:37]1)=[O:29]. Reactants: O=C1CCC(=O)N1Br, COc1cccc2cc(S(=O)(=O)N(C)C)oc12, CC#N. The product is COc1ccc(Br)c2cc(S(=O)(=O)N(C)C)oc12. RXN SMILES: [Br:18][N:19]1[C:20](=[O:21])[CH2:22][CH2:23][C:24]1=[O:25].[CH3:1][N:2]([S:3](=[O:4])(=[O:5])[c:6]1[o:7][c:8]2[c:9]([cH:10]1)[cH:11][cH:12][cH:13][c:14]2[O:15][CH3:16])[CH3:17].[CH3:26][C:27]#[N:28]>>[CH3:1][N:2]([S:3](=[O:4])(=[O:5])[c:6]1[o:7][c:8]2[c:9]([cH:10]1)[c:11]([Br:18])[cH:12][cH:13][c:14]2[O:15][CH3:16])[CH3:17]. Starting materials: C(C)OC([C@H](CNC(=O)[C@H]1CN(CCC1)C(CCC1CCN(CC1)C(=O)OCC1=CC=CC=C1)=O)NC(=O)OC(C)(C)C)=O (N-[(R)-1-{3-(1-benzyloxycarbonyl-4-piperidyl)propionyl}-3-piperidylcarbonyl]-2(S)-(tert-butoxycarbonyl)amino-β-alanine ethyl ester), Cl (HCl). The solvent is C(C)(=O)OCC (ethyl acetate), C(C)(=O)OCC (ethyl acetate). Run at temperature 0 celsius. The product is Cl.C(C)OC([C@H](CNC(=O)[C@H]1CN(CCC1)C(CCC1CCN(CC1)C(=O)OCC1=CC=CC=C1)=O)N)=O (N-[(R)-1-{3-(1-benzyloxycarbonyl-4-piperidyl)propionyl}-3-piperidylcarbonyl]-2(S)-amino-β-alanine ethyl ester hydrochloride). As a reaction SMILES: [CH2:1]([O:3][C:4](=[O:44])[C@@H:5]([NH:36]C(OC(C)(C)C)=O)[CH2:6][NH:7][C:8]([C@@H:10]1[CH2:15][CH2:14][CH2:13][N:12]([C:16](=[O:35])[CH2:17][CH2:18][CH:19]2[CH2:24][CH2:23][N:22]([C:25]([O:27][CH2:28][C:29]3[CH:34]=[CH:33][CH:32]=[CH:31][CH:30]=3)=[O:26])[CH2:21][CH2:20]2)[CH2:11]1)=[O:9])[CH3:2].[ClH:45]>C(OCC)(=O)C>[ClH:45].[CH2:1]([O:3][C:4](=[O:44])[C@@H:5]([NH2:36])[CH2:6][NH:7][C:8]([C@@H:10]1[CH2:15][CH2:14][CH2:13][N:12]([C:16](=[O:35])[CH2:17][CH2:18][CH:19]2[CH2:20][CH2:21][N:22]([C:25]([O:27][CH2:28][C:29]3[CH:30]=[CH:31][CH:32]=[CH:33][CH:34]=3)=[O:26])[CH2:23][CH2:24]2)[CH2:11]1)=[O:9])[CH3:2] |f:3.4|. Reported procedure: To a solution of N-[(R)-1-{3-(1-benzyloxycarbonyl-4-piperidyl)propionyl}-3-piperidylcarbonyl]-2(S)-(tert-butoxycarbonyl)amino-β-alanine ethyl ester (5.98 g) in ethyl acetate (60 ml) was added a solution of 4N HCl in ethyl acetate (24.2 ml) under stirring at 0° C. After stirring at ambient temperature for 2 hours, the resulting precipitates were collected by filtration to give N-[(R)-1-{3-(1-benzyloxycarbonyl-4-piperidyl)propionyl}-3-piperidylcarbonyl]-2(S)-amino-β-alanine ethyl ester hydrochlori... The reactants are COc1ccc2c(c1)C(CCCN1C(=O)c3ccccc3C1=O)=CCC2, CCO, NN, O. The product is COc1ccc2c(c1)C(CCCN)=CCC2. Reaction SMILES: [CH3:1][O:2][c:3]1[cH:4][cH:5][c:6]2[c:11]([cH:12]1)[C:10]([CH2:13][CH2:14][CH2:15][N:16]1[C:17](=[O:18])[c:19]3[c:20]([cH:21][cH:22][cH:23][cH:24]3)[C:25]1=[O:26])=[CH:9][CH2:8][CH2:7]2.[CH3:30][CH2:31][OH:32].[NH2:28][NH2:29].[OH2:27]>>[CH3:1][O:2][c:3]1[cH:4][cH:5][c:6]2[c:11]([cH:12]1)[C:10]([CH2:13][CH2:14][CH2:15][NH2:16])=[CH:9][CH2:8][CH2:7]2.